This data is from the Open Reaction Database (ORD), a public repository of structured organic reaction records. The task is: describe an organic reaction: reactants, conditions, products, and yield The reactants are ClC=1C=C(C=CC1OC(C)C)C1=NC(=NO1)C1=CC2=C(CNCCO2)C=C1 (8-(5-{3-chloro-4-[(1-methylethyl)oxy]phenyl}-1,2,4-oxadiazol-3-yl)-2,3,4,5-tetrahydro-1,4-benzoxazepine), BrCC(=O)OC(C)(C)C (1,1-dimethylethyl bromoacetate), CCN(C(C)C)C(C)C (DIPEA). Solvent: C(C)#N (acetonitrile), CCOC(=O)C.O (EtOAc water). Conditions: temperature 70 celsius. Yields the product ClC=1C=C(C=CC1OC(C)C)C1=NC(=NO1)C1=CC2=C(CN(CCO2)CC(=O)OC(C)(C)C)C=C1 (1,1-Dimethylethyl [8-(5-{3-chloro-4-[(1-methylethyl)oxy]phenyl}-1,2,4-oxadiazol-3-yl)-2,3-dihydro-1,4-benzoxazepin-4(5H)-yl]acetate). The yield is 86.4%. Reaction SMILES: [Cl:1][C:2]1[CH:3]=[C:4]([C:12]2[O:16][N:15]=[C:14]([C:17]3[CH:27]=[CH:26][C:20]4[CH2:21][NH:22][CH2:23][CH2:24][O:25][C:19]=4[CH:18]=3)[N:13]=2)[CH:5]=[CH:6][C:7]=1[O:8][CH:9]([CH3:11])[CH3:10].Br[CH2:29][C:30]([O:32][C:33]([CH3:36])([CH3:35])[CH3:34])=[O:31].CCN(C(C)C)C(C)C>C(#N)C.CCOC(C)=O.O>[Cl:1][C:2]1[CH:3]=[C:4]([C:12]2[O:16][N:15]=[C:14]([C:17]3[CH:27]=[CH:26][C:20]4[CH2:21][N:22]([CH2:29][C:30]([O:32][C:33]([CH3:36])([CH3:35])[CH3:34])=[O:31])[CH2:23][CH2:24][O:25][C:19]=4[CH:18]=3)[N:13]=2)[CH:5]=[CH:6][C:7]=1[O:8][CH:9]([CH3:11])[CH3:10] |f:4.5|. Procedure details: A mixture of 8-(5-{3-chloro-4-[(1-methylethyl)oxy]phenyl}-1,2,4-oxadiazol-3-yl)-2,3,4,5-tetrahydro-1,4-benzoxazepine (Example 13) (0.127 g, 0.301 mmol), 1,1-dimethylethyl bromoacetate (0.117 g, 0.601 mmol) and DIPEA (0.210 ml, 1.203 mmol) in acetonitrile (5 ml) was stirred and heated at 70° C. for one hour. The cooled reaction mixture was diluted with EtOAc/water (30 ml of each) and the organics dried (magnesium sulphate), evaporated and purified by flash chromatography eluting with 1:2 EtOAc/is... Starting materials: O=C1c2ccccc2C(=O)N1CCCBr, CN(C)C=O, Oc1ccncc1. Product: O=C1c2ccccc2C(=O)N1CCCOc1ccncc1. RXN SMILES: [Br:8][CH2:9][CH2:10][CH2:11][N:12]1[C:13](=[O:22])[c:14]2[c:15]([cH:18][cH:19][cH:20][cH:21]2)[C:16]1=[O:17].[O:23]=[CH:24][N:25]([CH3:26])[CH3:27].[OH:1][c:2]1[cH:3][cH:4][n:5][cH:6][cH:7]1>>[O:1]([c:2]1[cH:3][cH:4][n:5][cH:6][cH:7]1)[CH2:9][CH2:10][CH2:11][N:12]1[C:13](=[O:22])[c:14]2[c:15]([cH:18][cH:19][cH:20][cH:21]2)[C:16]1=[O:17]. The reactants are ClCCl, Cl, C1COCCO1, CC(C)(C)OC(=O)N1CC(N2CCOCC2)C1. The product is C1CN(C2CNC2)CCO1. Reaction SMILES: [Cl:25][CH2:26][Cl:27].[ClH:18].[O:19]1[CH2:20][CH2:21][O:22][CH2:23][CH2:24]1.[O:1]1[CH2:2][CH2:3][N:4]([CH:7]2[CH2:8][N:9]([C:11]([O:12][C:13]([CH3:14])([CH3:15])[CH3:16])=[O:17])[CH2:10]2)[CH2:5][CH2:6]1>>[O:1]1[CH2:2][CH2:3][N:4]([CH:7]2[CH2:8][NH:9][CH2:10]2)[CH2:5][CH2:6]1. The reactants are Cl (HCl), C1NCCC12CCN(CC2)C(=O)OC(C)(C)C (tert-Butyl 2,8-diazaspiro[4.5]decane-8-carboxylate), C(N)([O-])=O (carbamate), Cl.ClC1=CC=NC=C1 (4-chloropyridine hydrochloride), TEA. Solvent: O1CCOCC1 (dioxane), CO (MeOH), C(C)(C)O (isopropanol). Conditions: temperature 80 celsius, time 8 hour. Product: N1=CC=C(C=C1)N1CC2(CC1)CCNCC2 (2-(pyridin-4-yl)-2,8-diazaspiro[4.5]decane). Reaction SMILES: [CH2:1]1[C:5]2([CH2:10][CH2:9][N:8](C(OC(C)(C)C)=O)[CH2:7][CH2:6]2)[CH2:4][CH2:3][NH:2]1.Cl.Cl[C:20]1[CH:25]=[CH:24][N:23]=[CH:22][CH:21]=1.C(=O)([O-])N.Cl>C(O)(C)C.CO.O1CCOCC1>[N:23]1[CH:24]=[CH:25][C:20]([N:2]2[CH2:3][CH2:4][C:5]3([CH2:6][CH2:7][NH:8][CH2:9][CH2:10]3)[CH2:1]2)=[CH:21][CH:22]=1 |f:1.2|. Reported procedure: The reaction was performed under an N2 atmosphere. tert-Butyl 2,8-diazaspiro[4.5]decane-8-carboxylate (869 mg, 3.62 mmol), 4-chloropyridine hydrochloride (1.08 g, 7.20 mmol) and TEA (2.5 ml, 18 mmol) were suspended in isopropanol (10 ml). The mixture was heated to 80° C. and stirred overnight at 80° C. Then the solvent was removed in a rotary evaporator. The residue was taken up in DCM and concentrated to small volume again. This process was repeated twice more. The crude product was purified by... The reactants are C(C)(=O)C1=CC=C(C=C1)S(=O)(=O)Cl (p-Acetylbenzenesulphonyl chloride), CNC (dimethylamine). Run in C1CCOC1 (THF). The product is CN(S(=O)(=O)C1=CC=C(C=C1)C(C)=O)C (p-dimethylaminosulphonylacetophenone). Yield: 92.9%. As a reaction SMILES: [C:1]([C:4]1[CH:9]=[CH:8][C:7]([S:10](Cl)(=[O:12])=[O:11])=[CH:6][CH:5]=1)(=[O:3])[CH3:2].[CH3:14][NH:15][CH3:16]>C1COCC1>[CH3:14][N:15]([CH3:16])[S:10]([C:7]1[CH:8]=[CH:9][C:4]([C:1](=[O:3])[CH3:2])=[CH:5][CH:6]=1)(=[O:12])=[O:11]. Procedure details: p-Acetylbenzenesulphonyl chloride (4.0 g, 18 mmol), aqueous dimethylamine (10 ml, 55 mmol), and THF (30 ml) were stirred together for 1 h at 20° C. and then partitioned between ethyl acetate and brine. The organic layer was dried (MgSO4) and evaporated under reduced pressure and the resulting residue recrystallised from either water or ether to give p-dimethylaminosulphonylacetophenone as fine white needles (3.8 g, 93%) m.p. 98°-99° C. (H2O); δH (dmso-d6) 8.0 (4H, ABq, aryl), 2.65 (9H, S, 3×Me).